Dataset: the Open Reaction Database (ORD), a public repository of structured organic reaction records. Task: describe an organic reaction: reactants, conditions, products, and yield The reactants are CC1=CSC=2NC=NS(C21)(=O)=O (7-Methyl-4H-thieno[2,3-e][1,2,4]thiadiazine 1,1-dioxide), C([O-])([O-])=O.[K+].[K+] (potassium carbonate), IC (iodomethane). Run in C(C)#N (acetonitrile). Conditions: temperature 65 celsius. Product: CN1C=NS(C2=C1SC=C2C)(=O)=O (4,7-Dimethyl-4H-thieno[2,3-e][1,2,4]thiadiazine 1,1-dioxide). RXN SMILES: [CH3:1][C:2]1[C:10]2[S:9](=[O:12])(=[O:11])[N:8]=[CH:7][NH:6][C:5]=2[S:4][CH:3]=1.[C:13](=O)([O-])[O-].[K+].[K+].IC>C(#N)C>[CH3:13][N:6]1[C:5]2[S:4][CH:3]=[C:2]([CH3:1])[C:10]=2[S:9](=[O:12])(=[O:11])[N:8]=[CH:7]1 |f:1.2.3|. Procedure details: 150 mg of the compound obtained in Step A above are suspended in 5 ml of acetonitrile. 300 mg of potassium carbonate and 0.15 ml of iodomethane are added thereto. The reaction mixture is heated at 65° C. for 30 minutes, with stirring. After evaporation of the solvents under reduced pressure, the residue is taken up in 5 ml of water and then collected by filtration, washed with water and dried. Reactants: CC1=C(C(=CC(=C1)OCCN1C(CCC1)=O)C)C1=CC(=CC=C1)CNC1=CC(=C(C=C1)CCC(=O)OC(C)(C)C)F (tert-butyl 3-{4-[({2′,6′-dimethyl-4′-[2-(2-oxopyrrolidin-1-yl)ethoxy]biphenyl-3-yl}methyl)amino]-2-fluorophenyl}propanoate), FC(C(=O)O)(F)F (trifluoroacetic acid), CS(=O)(=O)O (methanesulfonic acid). Solvent: C(C)(=O)OCC (ethyl acetate), C1(=CC=CC=C1)C (toluene). Product: CS(=O)(=O)O.CC1=C(C(=CC(=C1)OCCN1C(CCC1)=O)C)C1=CC(=CC=C1)CNC1=CC(=C(C=C1)CCC(=O)O)F (3-{4-[({2′,6′-dimethyl-4′-[2-(2-oxopyrrolidin-1-yl)ethoxy]biphenyl-3-yl}methyl)amino]-2-fluorophenyl}propanoic acid methanesulfonate). Yield: 88.0%. As a reaction SMILES: [CH3:1][C:2]1[CH:7]=[C:6]([O:8][CH2:9][CH2:10][N:11]2[CH2:15][CH2:14][CH2:13][C:12]2=[O:16])[CH:5]=[C:4]([CH3:17])[C:3]=1[C:18]1[CH:23]=[CH:22][CH:21]=[C:20]([CH2:24][NH:25][C:26]2[CH:31]=[CH:30][C:29]([CH2:32][CH2:33][C:34]([O:36]C(C)(C)C)=[O:35])=[C:28]([F:41])[CH:27]=2)[CH:19]=1.FC(F)(F)C(O)=O.[CH3:49][S:50]([OH:53])(=[O:52])=[O:51]>C1(C)C=CC=CC=1.C(OCC)(=O)C>[CH3:49][S:50]([OH:53])(=[O:52])=[O:51].[CH3:17][C:4]1[CH:5]=[C:6]([O:8][CH2:9][CH2:10][N:11]2[CH2:15][CH2:14][CH2:13][C:12]2=[O:16])[CH:7]=[C:2]([CH3:1])[C:3]=1[C:18]1[CH:23]=[CH:22][CH:21]=[C:20]([CH2:24][NH:25][C:26]2[CH:31]=[CH:30][C:29]([CH2:32][CH2:33][C:34]([OH:36])=[O:35])=[C:28]([F:41])[CH:27]=2)[CH:19]=1 |f:5.6|. Procedure details: To a solution of tert-butyl 3-{4-[({2′,6′-dimethyl-4′-[2-(2-oxopyrrolidin-1-yl)ethoxy]biphenyl-3-yl}methyl)amino]-2-fluorophenyl}propanoate (0.51 g, 0.91 mmol) in toluene (5 mL) was added trifluoroacetic acid (5 mL) under stirring at room temperature, and the mixture was stirred for 3 hr. The reaction mixture was concentrated under reduced pressure, and the residue was neutralized with saturated aqueous sodium hydrogencarbonate. The mixture was extracted with ethyl acetate. The organic layer was... The reactants are Stannous chloride dihydrate, Cl.CN(CCC1=CC=C(C=C1)[N+](=O)[O-])CCN1C(C2=CC=CC=C2C=N1)=O (N-Methyl -N-(4-nitrophenethyl)-2-(2H-phthalazin-1-on-2-yl)ethylamine hydrochloride), ice, aqueous solution, [OH-].[Na+] (sodium hydroxide). The solvent is Cl (hydrochloric acid). Conditions: temperature 55 celsius. The product is NC1=CC=C(CCN(C)CCN2C(C3=CC=CC=C3C=N2)=O)C=C1 (N-(4-Aminophenethyl)-N-methyl-2-(2H-phthalazin-1-on-2-yl) ethylamine). The yield is 96.5%. RXN SMILES: Cl.[CH3:2][N:3]([CH2:15][CH2:16][N:17]1[N:26]=[CH:25][C:24]2[C:19](=[CH:20][CH:21]=[CH:22][CH:23]=2)[C:18]1=[O:27])[CH2:4][CH2:5][C:6]1[CH:11]=[CH:10][C:9]([N+:12]([O-])=O)=[CH:8][CH:7]=1.[OH-].[Na+]>Cl>[NH2:12][C:9]1[CH:8]=[CH:7][C:6]([CH2:5][CH2:4][N:3]([CH2:15][CH2:16][N:17]2[N:26]=[CH:25][C:24]3[C:19](=[CH:20][CH:21]=[CH:22][CH:23]=3)[C:18]2=[O:27])[CH3:2])=[CH:11][CH:10]=1 |f:0.1,2.3|. Procedure: Stannous chloride dihydrate (13.05 g) was dissolved in concentrated hydrochloric acid and stirred at 55° C. N-Methyl -N-(4-nitrophenethyl)-2-(2H-phthalazin-1-on-2-yl)ethylamine hydrochloride (7.5 g) was added portionwise over 1 hour and the solution was then heated a further 4 hours at 100° C. The partly cooled solution was poured onto crushed ice containing 500 ml of a 20% aqueous solution of sodium hydroxide and then extracted three times with methylene chloride. The resultant organic extracts...